This data is from the Open Reaction Database (ORD), a public repository of structured organic reaction records. The task is: describe an organic reaction: reactants, conditions, products, and yield Starting materials: N-Aryl-benzenesulfonamides, NC1=C(C=C(C=C1)Cl)C(=O)C1=CC(=NC=C1)C ((2-Amino-5-chloro-phenyl)-(2-methyl-pyridin-4-yl)-methanone), O1C=NC=C1C1=CC=C(C=C1)S(=O)(=O)Cl (4-oxazol-5-yl-benzenesulfonyl chloride). The product is ClC1=CC(=C(C=C1)NS(=O)(=O)C1=CC=C(C=C1)C1=CN=CO1)C(=O)C1=CC(=NC=C1)C (N-[4-Chloro-2-(2-methyl-pyridine4-carbonyl)-phenyl]-4-oxazol-5-yl-benzenesulfonamide). Reaction SMILES: [NH2:1][C:2]1[CH:7]=[CH:6][C:5]([Cl:8])=[CH:4][C:3]=1[C:9]([C:11]1[CH:16]=[CH:15][N:14]=[C:13]([CH3:17])[CH:12]=1)=[O:10].[O:18]1[C:22]([C:23]2[CH:28]=[CH:27][C:26]([S:29](Cl)(=[O:31])=[O:30])=[CH:25][CH:24]=2)=[CH:21][N:20]=[CH:19]1>>[Cl:8][C:5]1[CH:6]=[CH:7][C:2]([NH:1][S:29]([C:26]2[CH:27]=[CH:28][C:23]([C:22]3[O:18][CH:19]=[N:20][CH:21]=3)=[CH:24][CH:25]=2)(=[O:30])=[O:31])=[C:3]([C:9]([C:11]2[CH:16]=[CH:15][N:14]=[C:13]([CH3:17])[CH:12]=2)=[O:10])[CH:4]=1. Procedure details: The title compound was prepared according to the general procedure for the synthesis of N-Aryl-benzenesulfonamides previously described using 123 mg of (2-Amino-5-chloro-phenyl)-(2-methyl-pyridin-4-yl)-methanone and 122 mg of 4-oxazol-5-yl-benzenesulfonyl chloride. 1H-NMR (400 MHz, CDCl3): δ 2.78 (s, 3H), 7.29 (d,1H, J=2.8 Hz), 7.45 (m, 2H), 7.48 (s,1H), 7.55 (dd,1H, J=9.2 Hz, 2.8 Hz)), 7.67 (m, 3H), 7.83 (d, 2H, J=8.4 Hz), 8.03 (s,1H), 8.81 (d, 1H, J=5.6 Hz), 10.10 (s, 1H). MS: m/z454.9 (M++1). Reactants: C(C)(=O)OC1=C(C(=O)OC)C=CC(=C1)C (Methyl 2-acetoxy-4-methylbenzoate), C(C1=CC=CC=C1)OC1=C(C=CC=C1)/C=C/C1=CC(=C(C(=O)OC)C=C1)O (methyl 4-[2-(2-benzyloxyphenyl)-(E)-ethenyl]-2-hydroxybenzoate), C(C1=CC=CC=C1)OC1=C(C=CC=C1)\C=C/C1=CC(=C(C(=O)OC)C=C1)O (methyl 4-[2-(2-benzyloxyphenyl)-(Z)-ethenyl]-2-hydroxybenzoate), C(C1=CC=CC=C1)OC1=C(C=CC=C1)C=CC1=C(C=C(C(=O)OC)C=C1)F (methyl 4-[2-(2-benzyloxyphenyl)ethenyl)-3-fluorobenzoate), FC=1C=C(C(=O)OC)C=CC1C (methyl 3-fluoro-4-methylbenzoate), C[Si]([N-][Si](C)(C)C)(C)C.[Li+] (lithium hexamethyldisilazide). The product is C(C1=CC=CC=C1)OC1=C(C=CC=C1)/C=C/C1=CC(=C(C(=O)O)C=C1)O (4-[2-(2-Benzyloxyphenyl)-(E)-ethenyl]-2-hydroxybenzoic acid). As a reaction SMILES: C(OC1C=C(C)C=CC=1C(OC)=O)(=O)C.[CH2:16]([O:23][C:24]1[CH:29]=[CH:28][CH:27]=[CH:26][C:25]=1/[CH:30]=[CH:31]/[C:32]1[CH:41]=[CH:40][C:35]([C:36]([O:38]C)=[O:37])=[C:34]([OH:42])[CH:33]=1)[C:17]1[CH:22]=[CH:21][CH:20]=[CH:19][CH:18]=1.C(OC1C=CC=CC=1/C=C\C1C=CC(C(OC)=O)=C(O)C=1)C1C=CC=CC=1.C(OC1C=CC=CC=1C=CC1C=CC(C(OC)=O)=CC=1F)C1C=CC=CC=1.FC1C=C(C=CC=1C)C(OC)=O.C[Si](C)(C)[N-][Si](C)(C)C.[Li+]>>[CH2:16]([O:23][C:24]1[CH:29]=[CH:28][CH:27]=[CH:26][C:25]=1/[CH:30]=[CH:31]/[C:32]1[CH:41]=[CH:40][C:35]([C:36]([OH:38])=[O:37])=[C:34]([OH:42])[CH:33]=1)[C:17]1[CH:18]=[CH:19][CH:20]=[CH:21][CH:22]=1 |f:5.6|. Reported procedure: Methyl 2-acetoxy-4-methylbenzoate was converted to a mixture of methyl 4-[2-(2-benzyloxyphenyl)-(E)-ethenyl]-2-hydroxybenzoate and methyl 4-[2-(2-benzyloxyphenyl)-(Z)-ethenyl]-2-hydroxybenzoate using the procedures described in Example 8 for the synthesis of methyl 4-[2-(2-benzyloxyphenyl)ethenyl)-3-fluorobenzoate from methyl 3-fluoro-4-methylbenzoate (using 2 equivalents of lithium hexamethyldisilazide in the final step). The isomers were separated by subjecting to chromatography on silica gel ... Reactants: NC1CCN2CCC3=C(C2C1)C=C(C(=C3)OC)OC (2-amino-1,3,4,6,7,11b-hexahydro-9, 10-dimethoxy-2H-benzo[a]quinolizine), [OH-].[Na+] (NaOH), COC=1C=C(C(=O)Cl)C=CC1 (3-methoxy benzoyl chloride). Run in C1=CC=CC=C1 (benzene). Product: Cl.COC1=CC2=C(C3CC(CCN3CC2)NC(C2=CC(=CC=C2)OC)=O)C=C1OC (1,3,4,6,7,11b-Hexahydro-9,10-dimethoxy-2-(3-methoxybenzoylamino)-2H-benzo[a]quinolizine hydrochloride). The yield is 18.2%. Reaction SMILES: [NH2:1][CH:2]1[CH2:11][CH:10]2[N:5]([CH2:6][CH2:7][C:8]3[CH:15]=[C:14]([O:16][CH3:17])[C:13]([O:18][CH3:19])=[CH:12][C:9]=32)[CH2:4][CH2:3]1.[OH-].[Na+].[CH3:22][O:23][C:24]1[CH:25]=[C:26]([CH:30]=[CH:31][CH:32]=1)[C:27]([Cl:29])=[O:28]>C1C=CC=CC=1>[ClH:29].[CH3:17][O:16][C:14]1[C:13]([O:18][CH3:19])=[CH:12][C:9]2[CH:10]3[N:5]([CH2:6][CH2:7][C:8]=2[CH:15]=1)[CH2:4][CH2:3][CH:2]([NH:1][C:27](=[O:28])[C:26]1[CH:30]=[CH:31][CH:32]=[C:24]([O:23][CH3:22])[CH:25]=1)[CH2:11]3 |f:1.2,5.6|. Reported procedure: A mixture of 2-amino-1,3,4,6,7,11b-hexahydro-9, 10-dimethoxy-2H-benzo[a]quinolizine (5 g, 0.019 mole), 150 ml of benzene and 30 ml of 20% NaOH was cooled to below 10° whereupon 3-methoxy benzoyl chloride (3.3 g, 0.02 mole) was added dropwise with stirring. The mixture was stirred in the cold for 1 hour and filtered to remove the solid whereupon the solid was chromatographed over silica gel using benzene-methanol (6:1) as eluant. The major fraction (4.1 g) was converted to the HCl salt with hydro... Reactants: C=CC(=O)Cl, Nc1ccc(C(=O)O)cc1, CN(C)C=O, O, c1ccncc1. The product is C=CC(=O)Nc1ccc(C(=O)O)cc1. As a reaction SMILES: [C:11]([CH:12]=[CH2:13])(=[O:14])[Cl:15].[NH2:1][c:2]1[cH:3][cH:4][c:5]([C:8]([OH:9])=[O:10])[cH:6][cH:7]1.[O:17]=[CH:18][N:19]([CH3:20])[CH3:21].[OH2:16].[cH:22]1[cH:23][cH:24][n:25][cH:26][cH:27]1>>[NH:1]([c:2]1[cH:3][cH:4][c:5]([C:8]([OH:9])=[O:10])[cH:6][cH:7]1)[C:11]([CH:12]=[CH2:13])=[O:14]. Starting materials: IC=1C=NNC1 (4-iodo-1H-pyrazole), CS(=O)(=O)OC1CCC2(CN(C2)C(=O)OC(C)(C)C)CC1 (tert-butyl 7-(methylsulfonyloxy)-2-azaspiro[3.5]nonane-2-carboxylate), IC=1C=NNC1 (4-iodo-1H-pyrazole), C(=O)([O-])[O-].[Cs+].[Cs+] (Cs2CO3). The solvent is CN(C)C=O (DMF). Run at temperature 80 celsius, time 3 hour. Yields the product IC=1C=NN(C1)C1CCC2(CN(C2)C(=O)OC(C)(C)C)CC1 (tert-butyl 7-(4-iodo-1H-pyrazol-1-yl)-2-azaspiro[3.5]nonane-2-carboxylate). The yield is 81.0%. Reaction SMILES: [I:1][C:2]1[CH:3]=[N:4][NH:5][CH:6]=1.CS(O[CH:12]1[CH2:27][CH2:26][C:15]2([CH2:18][N:17]([C:19]([O:21][C:22]([CH3:25])([CH3:24])[CH3:23])=[O:20])[CH2:16]2)[CH2:14][CH2:13]1)(=O)=O.C([O-])([O-])=O.[Cs+].[Cs+]>CN(C=O)C>[I:1][C:2]1[CH:3]=[N:4][N:5]([CH:12]2[CH2:27][CH2:26][C:15]3([CH2:18][N:17]([C:19]([O:21][C:22]([CH3:23])([CH3:24])[CH3:25])=[O:20])[CH2:16]3)[CH2:14][CH2:13]2)[CH:6]=1 |f:2.3.4|. Procedure details: To a solution of 4-iodo-1H-pyrazole and tert-butyl 7-(methylsulfonyloxy)-2-azaspiro[3.5]nonane-2-carboxylate (70 mg, 0.219 mmol, 1.0 equiv) and 4-iodo-1H-pyrazole in DMF (1 mL) was added Cs2CO3 (79 mg, 0.241 mmol, 1.1 equiv). The mixture was stirred at 80° C. for 3 hrs. It was concentrated by rotary evaporator in vacuo to give the residue which was purified by CombiFlash (12 g silica gel column, EtOAc/Hex: 0-40%) to afford 74 mg (yield 81%) of tert-butyl 7-(4-iodo-1H-pyrazol-1-yl)-2-azaspiro[3.5... Starting materials: FC1C[C@H]2[C@@H]3C[C@@H]([C@](C(CS)=O)([C@]3(C[C@@H]([C@@]2([C@]2(C=CC(C=C12)=O)C)F)O)C)O)C (6,9-difluoro-11β,17-dihydroxy-16β-methylpregna-1,4-diene-3,20-dione-21-thiol), C(=O)N[C@@H](CCSC)C(=O)O (N-formyl-L-methionine). The product is FC1C[C@H]2[C@@H]3C[C@H]([C@](C(CSC(C(CCSC)NC=O)=O)=O)([C@]3(C[C@H]([C@@]2([C@]2(C=CC(C=C12)=O)C)F)O)C)O)C (6,9-Difluoro-21-[2-(formylamino)-4-methylthio-1-oxobutylthio]-11α,17-dihydroxy-16α-methylpregna-1,4-diene-3,20-dione). The yield is 32.8%. Reaction SMILES: [F:1][CH:2]1[C:22]2[C@:17]([CH3:24])([CH:18]=[CH:19][C:20](=[O:23])[CH:21]=2)[C@:16]2([F:25])[C@H:4]([C@H:5]3[C@:13]([CH3:27])([CH2:14][C@@H:15]2[OH:26])[C@@:8]([OH:28])([C:9](=[O:12])[CH2:10][SH:11])[C@@H:7]([CH3:29])[CH2:6]3)[CH2:3]1.[CH:30]([NH:32][C@H:33]([C:38](O)=[O:39])[CH2:34][CH2:35][S:36][CH3:37])=[O:31]>>[F:1][CH:2]1[C:22]2[C@:17]([CH3:24])([CH:18]=[CH:19][C:20](=[O:23])[CH:21]=2)[C@:16]2([F:25])[C@H:4]([C@H:5]3[C@:13]([CH3:27])([CH2:14][C@H:15]2[OH:26])[C@@:8]([OH:28])([C:9](=[O:12])[CH2:10][S:11][C:38](=[O:39])[CH:33]([NH:32][CH:30]=[O:31])[CH2:34][CH2:35][S:36][CH3:37])[C@H:7]([CH3:29])[CH2:6]3)[CH2:3]1. Procedure: The title compound (0.027 gm) was prepared from 6,9-difluoro-11β,17-dihydroxy-16β-methylpregna-1,4-diene-3,20-dione-21-thiol (0.06 gm) and (N-formyl-L-methionine (0.175 gm) in the same manner as in Synthetic Example 1. Yields the product C(C1=CC=CC=C1)OC=1C(=NC(=NC1O)CC1(CCCC1)C1=CC=C(C=C1)Cl)C(=O)O (5-Benzyloxy-2-[1-(4-chlorophenyl)-cyclopentylmethyl]-6-hydroxypyrimidine-4-carboxylic acid). Yield: 48.6%. Reactants: C(C)(C)(C)OC(=O)C1=NC(=NC(=C1OCC1=CC=CC=C1)O)CC1(CCCC1)C1=CC=C(C=C1)Cl (5-Benzyloxy-2-[1-(4-chlorophenyl)-cyclopentylmethyl]-6-hydroxypyrimidine-4-carboxylic acid tert-butyl ester), C(C1=CC=CC=C1)OC=1C(=NC(=NC1O)CC1=C(C=CC=C1)C1=CC=CC=C1)C(=O)O (5-benzyloxy-2-biphenyl-2-ylmethyl-6-hydroxypyrimidine-4-carboxylic acid). RXN SMILES: C([O:5][C:6]([C:8]1[C:13]([O:14][CH2:15][C:16]2[CH:21]=[CH:20][CH:19]=[CH:18][CH:17]=2)=[C:12]([OH:22])[N:11]=[C:10]([CH2:23][C:24]2([C:29]3[CH:34]=[CH:33][C:32]([Cl:35])=[CH:31][CH:30]=3)[CH2:28][CH2:27][CH2:26][CH2:25]2)[N:9]=1)=[O:7])(C)(C)C.C(OC1C(C(O)=O)=NC(CC2C=CC=CC=2C2C=CC=CC=2)=NC=1O)C1C=CC=CC=1>>[CH2:15]([O:14][C:13]1[C:8]([C:6]([OH:7])=[O:5])=[N:9][C:10]([CH2:23][C:24]2([C:29]3[CH:30]=[CH:31][C:32]([Cl:35])=[CH:33][CH:34]=3)[CH2:25][CH2:26][CH2:27][CH2:28]2)=[N:11][C:12]=1[OH:22])[C:16]1[CH:21]=[CH:20][CH:19]=[CH:18][CH:17]=1. Reported procedure: 5-Benzyloxy-2-[1-(4-chlorophenyl)-cyclopentylmethyl]-6-hydroxypyrimidine-4-carboxylic acid (28-02) (7.3 g, 68.6%) was synthesized from 5-benzyloxy-2-[1-(4-chlorophenyl)-cyclopentylmethyl]-6-hydroxypyrimidine-4-carboxylic acid tert-butyl ester (27-02) (12 g, 34.24 mmol) as a white solid following the procedure as described for 5-benzyloxy-2-biphenyl-2-ylmethyl-6-hydroxypyrimidine-4-carboxylic acid (7-01). Reactants: CN(C)CCC[Mg+], O=Cc1ccccc1-c1ccccc1, [Cl-], Cl. Reaction SMILES: [CH3:17][N:18]([CH2:19][CH2:20][CH2:21][Mg+:22])[CH3:23].[CH:1](=[O:2])[c:3]1[c:4](-[c:9]2[cH:10][cH:11][cH:12][cH:13][cH:14]2)[cH:5][cH:6][cH:7][cH:8]1.[Cl-:16].[ClH:15]>>[CH:1]([OH:2])([c:3]1[c:4](-[c:9]2[cH:10][cH:11][cH:12][cH:13][cH:14]2)[cH:5][cH:6][cH:7][cH:8]1)[CH2:21][CH2:20][CH2:19][NH+:18]([CH3:17])[CH3:23].[Cl-:15]. Yields the product C[NH+](C)CCCC(O)c1ccccc1-c1ccccc1, [Cl-]. Reactants: Cl (hydrochloric acid), Cl.CNO (N-methylhydroxylamine hydrochloride), N1=CC=CC=C1 (pyridine), C(C1=CC=CC=C1)(=O)Cl (benzoyl chloride). Solvent: O1CCCC1 (tetrahydrofuran), O1CCCC1 (tetrahydrofuran). Reaction conditions: time 1 hour. The product is C(C1=CC=CC=C1)(=O)N(O)C (N-benzoyl-N-methylhydroxylamine). Isolated yield 47.0%. Reaction SMILES: Cl.[CH3:2][NH:3][OH:4].N1C=CC=CC=1.[C:11](Cl)(=[O:18])[C:12]1[CH:17]=[CH:16][CH:15]=[CH:14][CH:13]=1.Cl>O1CCCC1>[C:11]([N:3]([CH3:2])[OH:4])(=[O:18])[C:12]1[CH:17]=[CH:16][CH:15]=[CH:14][CH:13]=1 |f:0.1|. Procedure details: 10.0 g of N-methylhydroxylamine hydrochloride was added to 100 ml of tetrahydrofuran. 19.8 g of pyridine was added to the mixture. A solution of 16.8 g of benzoyl chloride in 100 ml of tetrahydrofuran was dropwise added to the mixture under stirring at room temperature over 1 hr. The stirring was continued at room temperature for additional 8 hr. to conduct the reaction. 50 ml of dilute hydrochloric acid was added thereto and then tetrahydrofuran was removed under reduced pressure. After extract...